Dataset: the Open Reaction Database (ORD), a public repository of structured organic reaction records. Task: describe an organic reaction: reactants, conditions, products, and yield The reactants are NC=1SC=C(N1)C(C(=O)NC1[C@@H]2N(C(=CCS2)C(=O)OCC2=CC=C(C=C2)[N+](=O)[O-])C1=O)=NO (4-nitrobenzyl 7-[2-(2-amino-4-thiazolyl)-2-hydroxyiminoacetamido]-3-cephem-4-carboxylate). The reagents and catalysts are [C].[Pd] (Palladium carbon). Solvent: CO (methanol). Run at time 1.5 hour. The product is NC=1SC=C(N1)C(C(=O)NC1[C@@H]2N(C(=CCS2)C(=O)O)C1=O)=NO (7-[2-(2-amino-4-thiazolyl)-2-hydroxyiminoacetamido]-3-cephem-4-carboxylic acid). Yield: 48.8%. Reaction SMILES: [NH2:1][C:2]1[S:3][CH:4]=[C:5]([C:7](=[N:33][OH:34])[C:8]([NH:10][CH:11]2[C:31](=[O:32])[N:13]3[C:14]([C:18]([O:20]CC4C=CC([N+]([O-])=O)=CC=4)=[O:19])=[CH:15][CH2:16][S:17][C@H:12]23)=[O:9])[N:6]=1>CO.[C].[Pd]>[NH2:1][C:2]1[S:3][CH:4]=[C:5]([C:7](=[N:33][OH:34])[C:8]([NH:10][CH:11]2[C:31](=[O:32])[N:13]3[C:14]([C:18]([OH:20])=[O:19])=[CH:15][CH2:16][S:17][C@H:12]23)=[O:9])[N:6]=1 |f:2.3|. Procedure details: 10% Palladium carbon (0.35 g.) was added to a solution of 4-nitrobenzyl 7-[2-(2-amino-4-thiazolyl)-2-hydroxyiminoacetamido]-3-cephem-4-carboxylate (syn-isomer: 0.7 g.) in methanol (70 ml.), and the mixture was subjected to catalytic reduction at room temperature under atmospheric pressure for 1.5 hours. The resultant mixture was filtered, and the filtrate was concentrated under reduced pressure. To the residue was added an aqueous solution of sodium bicarbonate and the insoluble substance was fi... RXN SMILES: [Br:1][CH2:2][C:3](=[O:4])[c:5]1[cH:6][cH:7][cH:8][cH:9][cH:10]1.[CH3:20][CH2:21][O:22][C:23]([CH3:24])=[O:25].[N-:11]=[N+:12]=[N-:13].[Na+:14].[O:15]=[CH:16][N:17]([CH3:18])[CH3:19]>>[CH2:2]([C:3](=[O:4])[c:5]1[cH:6][cH:7][cH:8][cH:9][cH:10]1)[N:11]=[N+:12]=[N-:13]. Yields the product [N-]=[N+]=NCC(=O)c1ccccc1. Starting materials: O=C(CBr)c1ccccc1, CCOC(C)=O, [N-]=[N+]=[N-], [Na+], CN(C)C=O. Reactants: S(=O)(=O)(O)O.NC=1N=C(NC(C1N)=O)C1=C(C=CC=C1)OCC1CC1 (4,5-diamino-2-(2-cyclopropylmethoxyphenyl)pyrimidin-6-one sulphate), C(=O)N (formamide). Run at temperature 180 celsius. The product is C1(CC1)COC1=C(C=CC=C1)C1=NC(C2=NC=NC2=N1)=O (2-(2-Cyclopropylmethoxyphenyl)purin-6-one). RXN SMILES: S(O)(O)(=O)=O.[NH2:6][C:7]1[N:8]=[C:9]([C:15]2[CH:20]=[CH:19][CH:18]=[CH:17][C:16]=2[O:21][CH2:22][CH:23]2[CH2:25][CH2:24]2)[NH:10][C:11](=[O:14])[C:12]=1[NH2:13].[CH:26](N)=O>>[CH:23]1([CH2:22][O:21][C:16]2[CH:17]=[CH:18][CH:19]=[CH:20][C:15]=2[C:9]2[N:8]=[C:7]3[C:12](=[N:13][CH:26]=[N:6]3)[C:11](=[O:14])[N:10]=2)[CH2:24][CH2:25]1 |f:0.1|. Procedure details: A stirred mixture of 4,5-diamino-2-(2-cyclopropylmethoxyphenyl)pyrimidin-6-one sulphate (1.48 g) and formamide (5 ml) was heated in an oil bath at 180° C. for 2 to 3 hours. The cooled mixture was filtered and the collected solid was washed with ethanol to give a crude product (1.07 g) which was recrystallised three times from ethanol to afford the title compound, 0.32 g, m.p. 259°-260° C.